Dataset: the Open Reaction Database (ORD), a public repository of structured organic reaction records. Task: describe an organic reaction: reactants, conditions, products, and yield Reactants: CCOC(=O)C1=CNC(C(=O)O)Cc2c1[nH]c1ccccc21, C1CCNCC1, ClCCl. Product: CCOC(=O)C1=CNC(C(=O)N2CCCCC2)Cc2c1[nH]c1ccccc21. RXN SMILES: [CH2:1]([CH3:2])[O:3][C:4](=[O:5])[C:6]1=[CH:7][NH:8][CH:9]([C:20](=[O:21])[OH:22])[CH2:10][c:11]2[c:12]1[nH:13][c:14]1[cH:15][cH:16][cH:17][cH:18][c:19]21.[CH2:23]1[CH2:24][CH2:25][NH:26][CH2:27][CH2:28]1.[Cl:29][CH2:30][Cl:31]>>[CH2:1]([CH3:2])[O:3][C:4](=[O:5])[C:6]1=[CH:7][NH:8][CH:9]([C:20](=[O:21])[N:26]2[CH2:25][CH2:24][CH2:23][CH2:28][CH2:27]2)[CH2:10][c:11]2[c:12]1[nH:13][c:14]1[cH:15][cH:16][cH:17][cH:18][c:19]21. Reactants: CC1Oc2ccccc2NC(=O)C1NC(=O)OC(C)(C)C, CN(C)C=O, ClCc1ccc(Cl)cc1, [H-], [Na+]. The product is CC1Oc2ccccc2N(Cc2ccc(Cl)cc2)C(=O)C1NC(=O)OC(C)(C)C. As a reaction SMILES: [C:1]([CH3:2])([CH3:3])([CH3:4])[O:5][C:6]([NH:7][CH:8]1[CH:9]([CH3:20])[O:10][c:11]2[c:12]([cH:16][cH:17][cH:18][cH:19]2)[NH:13][C:14]1=[O:15])=[O:21].[CH3:33][N:34]([CH3:35])[CH:36]=[O:37].[Cl:24][c:25]1[cH:26][cH:27][c:28]([CH2:29][Cl:30])[cH:31][cH:32]1.[H-:22].[Na+:23]>>[C:1]([CH3:2])([CH3:3])([CH3:4])[O:5][C:6]([NH:7][CH:8]1[CH:9]([CH3:20])[O:10][c:11]2[c:12]([cH:16][cH:17][cH:18][cH:19]2)[N:13]([CH2:29][c:28]2[cH:27][cH:26][c:25]([Cl:24])[cH:32][cH:31]2)[C:14]1=[O:15])=[O:21]. Starting materials: CN(C)C=O (DMF), COC(N=C(C(=NC1=CC=C(C=C1)C1=NOC(=N1)C)C=1C=C(C2=C(COCO2)C1)OC)SC)=O ([2-(8-methoxy-4H-benzo[1,3]dioxin-6-yl)-2-[4-(5-methyl-[1,2,4]oxadiazol-3-yl)phenylimino]-1-methylsulfanylethylidene]carbamic acid methyl ester), Cl.N(N)C1=C(C(=O)O)C=CC=C1 (2-hydrazinobenzoic acid hydrochloride). Solvent: C(C)N(CC)CC (triethylamine). Run at temperature 80 celsius, time 8 hour. Product: COC1=CC(=CC=2COCOC21)C(C2=NN(C(N2)=O)C2=C(C(=O)O)C=CC=C2)NC2=CC=C(C=C2)C2=NOC(=N2)C (2-(3-{(8-methoxy-4H-benzo[1,3]dioxin-6-yl)-[4-(5-methyl-[1,2,4]oxadiazol-3-yl)phenylamino]methyl}-5-oxo-4,5-dihydro[1,2,4]triazol-1-yl)benzoic acid). As a reaction SMILES: CN(C=O)C.CO[C:8](=[O:39])[N:9]=[C:10](SC)[C:11]([C:25]1[CH:26]=[C:27]([O:35][CH3:36])[C:28]2[O:33][CH2:32][O:31][CH2:30][C:29]=2[CH:34]=1)=[N:12][C:13]1[CH:18]=[CH:17][C:16]([C:19]2[N:23]=[C:22]([CH3:24])[O:21][N:20]=2)=[CH:15][CH:14]=1.Cl.[NH:41]([C:43]1[CH:51]=[CH:50][CH:49]=[CH:48][C:44]=1[C:45]([OH:47])=[O:46])[NH2:42]>C(N(CC)CC)C>[CH3:36][O:35][C:27]1[C:28]2[O:33][CH2:32][O:31][CH2:30][C:29]=2[CH:34]=[C:25]([CH:11]([NH:12][C:13]2[CH:14]=[CH:15][C:16]([C:19]3[N:23]=[C:22]([CH3:24])[O:21][N:20]=3)=[CH:17][CH:18]=2)[C:10]2[NH:9][C:8](=[O:39])[N:41]([C:43]3[CH:51]=[CH:50][CH:49]=[CH:48][C:44]=3[C:45]([OH:47])=[O:46])[N:42]=2)[CH:26]=1 |f:2.3|. Procedure: To 2 ml of a DMF solution containing 130 mg of [2-(8-methoxy-4H-benzo[1,3]dioxin-6-yl)-2-[4-(5-methyl-[1,2,4]oxadiazol-3-yl)phenylimino]-1-methylsulfanylethylidene]carbamic acid methyl ester (Example (21h)), 46 mg of 2-hydrazinobenzoic acid hydrochloride and 0.200 ml of triethylamine were added. The resulting mixture was stirred at 80° C. for 8 hours under a nitrogen atmosphere, and then the reaction mixture was concentrated. The residue was dissolved in 3 ml of methanol and 0.3 ml of acetic aci... The reactants are BrCCCBr (1,3-dibromopropane), C(CC)C1=C(C=CC=C1)O (2-n-propylphenol), [OH-].[Na+] (sodium hydroxide). The reagents and catalysts are S([O-])(O)(=O)=O.C(CCC)[N+](CCCC)(CCCC)CCCC (tetra-n-butylammonium bisulfate). Solvent: C(Cl)Cl (methylene chloride), O (water). Product: BrCCCOC1=C(C=CC=C1)CCC (1-(3-Bromopropoxy)-2-propylbenzene), pure material. The yield is 75.0%. As a reaction SMILES: [CH2:1]([C:4]1[CH:9]=[CH:8][CH:7]=[CH:6][C:5]=1[OH:10])[CH2:2][CH3:3].[OH-].[Na+].[Br:13][CH2:14][CH2:15][CH2:16]Br>C(Cl)Cl.O.S(=O)(=O)(O)[O-].C([N+](CCCC)(CCCC)CCCC)CCC>[Br:13][CH2:14][CH2:15][CH2:16][O:10][C:5]1[CH:6]=[CH:7][CH:8]=[CH:9][C:4]=1[CH2:1][CH2:2][CH3:3] |f:1.2,6.7|. Procedure: The title compound was prepared according to the procedure of Example 7 using 2-n-propylphenol (30 g, 0.22 mol) in methylene chloride (400 ml), sodium hydroxide (18.8 g, 0.44 mol) in water (400 ml), 1,3-dibromopropane (100 g, 1 mol) and tetra-n-butylammonium bisulfate (80 g, 0.22 mol). Distillation of the crude product yielded 55 g (75%) of pure material, b.p. 85°-87° (0.1 mm Hg). Starting materials: O=C1NC(=O)C2(N1)C(=O)N(Cc1ccc(Cl)c(Cl)c1)c1ccccc12, O=[N+]([O-])O, O=S(=O)(O)O. The product is O=C1NC(=O)C2(N1)C(=O)N(Cc1ccc(Cl)c(Cl)c1)c1ccc([N+](=O)[O-])cc12. As a reaction SMILES: [Cl:5][c:6]1[cH:7][c:8]([CH2:9][N:10]2[C:11](=[O:25])[C:12]3([NH:13][C:14](=[O:18])[NH:15][C:16]3=[O:17])[c:19]3[cH:20][cH:21][cH:22][cH:23][c:24]32)[cH:26][cH:27][c:28]1[Cl:29].[OH:1][N+:2]([O-:3])=[O:4].[S:30](=[O:31])(=[O:32])([OH:33])[OH:34]>>[O-:1][N+:2](=[O:4])[c:21]1[cH:20][c:19]2[c:24]([cH:23][cH:22]1)[N:10]([CH2:9][c:8]1[cH:7][c:6]([Cl:5])[c:28]([Cl:29])[cH:27][cH:26]1)[C:11](=[O:25])[C:12]21[NH:13][C:14](=[O:18])[NH:15][C:16]1=[O:17].